Task: describe an organic reaction: reactants, conditions, products, and yield. Dataset: the Open Reaction Database (ORD), a public repository of structured organic reaction records Product: CC1=C(N=C(O1)C1=CC=CC=C1)CCOC1=CC=C(C=C1)CCC#N (3-[4-[2-(5-methyl-2-phenyl-4-oxazolyl)ethoxy]phenyl]propionitrile). Procedure: A mixture of 4-[2-(5-methyl-2-phenyl-4-oxazolyl)ethoxy]cinnamonitrile (4.0 g), palladium-carbon (5%, 0.5 g ) and ethyl acetate (50 ml) was subjected to catalytic hydrogenation at room temperature under 1 atmospheric pressure. The catalyst was filtered off, then the filtrate was concentrated under reduced pressure to leave 3-[4-[2-(5-methyl-2-phenyl-4-oxazolyl)ethoxy]phenyl]propionitrile (3.7 g, 93%). The product was recrystallized from ethyl acetate--hexane to give colorless needles, m.p.109°-11... As a reaction SMILES: [CH3:1][C:2]1[O:6][C:5]([C:7]2[CH:12]=[CH:11][CH:10]=[CH:9][CH:8]=2)=[N:4][C:3]=1[CH2:13][CH2:14][O:15][C:16]1[CH:25]=[CH:24][C:19]([CH:20]=[CH:21][C:22]#[N:23])=[CH:18][CH:17]=1>[C].[Pd].C(OCC)(=O)C>[CH3:1][C:2]1[O:6][C:5]([C:7]2[CH:8]=[CH:9][CH:10]=[CH:11][CH:12]=2)=[N:4][C:3]=1[CH2:13][CH2:14][O:15][C:16]1[CH:25]=[CH:24][C:19]([CH2:20][CH2:21][C:22]#[N:23])=[CH:18][CH:17]=1 |f:1.2|. The yield is 91.9%. Reactants: CC1=C(N=C(O1)C1=CC=CC=C1)CCOC1=CC=C(C=CC#N)C=C1 (4-[2-(5-methyl-2-phenyl-4-oxazolyl)ethoxy]cinnamonitrile). The solvent is C(C)(=O)OCC (ethyl acetate). Reagents/catalysts: [C].[Pd] (palladium-carbon).